Dataset: the Open Reaction Database (ORD), a public repository of structured organic reaction records. Task: describe an organic reaction: reactants, conditions, products, and yield The solvent is C(C)O (ethanol), O (water). Reactants: [OH-].[K+] (potassium hydroxide), N1C=CC=2C(=CC=CC12)C=O (indol-4-carboaldehyde), OCC(=O)C1=CC=CC=C1 (2-hydroxy-acetophenone). The product is N1C=CC2=C(C=CC=C12)C=CC(=O)C1=C(C=CC=C1)O (3-(1H-indol-4-yl)-1-(2-hydroxy-phenyl)-2-propen-1-one). The reagents and catalysts are [Cl-].C(C)[N+](CC1=CC=CC=C1)(CC)CC (triethylbenzyl ammonium chloride). Reported procedure: 0.5 ml of a 38% potassium hydroxide solution was added with stirring at 30° C. under an inert atmosphere to a mixture of 0.132 g of indol-4-carboaldehyde, 0.1 ml of 2-hydroxy-acetophenone and 0.189 g of triethylbenzyl ammonium chloride in 2 ml of ethanol and after stirring at 30° for 23 hours, the mixture was diluted with water and extracted with ethyl acetate. The organic phase was washed with water, dried over a deshydrant and evaporated to dryness. The residue was chromatographed over silica ... RXN SMILES: [OH-:1].[K+].[NH:3]1[C:11]2[CH:10]=[CH:9][CH:8]=[C:7]([CH:12]=O)[C:6]=2[CH:5]=[CH:4]1.O[CH2:15][C:16]([C:18]1[CH:23]=[CH:22][CH:21]=[CH:20][CH:19]=1)=[O:17]>[Cl-].C([N+](CC)(CC)CC1C=CC=CC=1)C.C(O)C.O>[NH:3]1[C:11]2[C:6](=[C:7]([CH:12]=[CH:15][C:16]([C:18]3[CH:23]=[CH:22][CH:21]=[CH:20][C:19]=3[OH:1])=[O:17])[CH:8]=[CH:9][CH:10]=2)[CH:5]=[CH:4]1 |f:0.1,4.5|. Run at time 23 hour. Starting materials: aqueous solution, resultant mixture, C1(=CC=CC=C1)C (toluene), CC1(C(NN(C1)C1=CC=CC=C1)=O)C (4,4-Dimethyl-1-phenyl-3-pyrazolidone), C=O (formaldehyde), resultant solution. Solvent: C(C)(=O)O (acetic acid). The product is CC1(C(N(N(C1)C1=CC=CC=C1)CO)=O)C (4,4-dimethyl-2-hydroxymethyl-1-phenyl-3-pyrazolidone). As a reaction SMILES: [CH3:1][C:2]1([CH3:14])[CH2:6][N:5]([C:7]2[CH:12]=[CH:11][CH:10]=[CH:9][CH:8]=2)[NH:4][C:3]1=[O:13].[CH2:15]=[O:16].C1(C)C=CC=CC=1>C(O)(=O)C>[CH3:1][C:2]1([CH3:14])[CH2:6][N:5]([C:7]2[CH:8]=[CH:9][CH:10]=[CH:11][CH:12]=2)[N:4]([CH2:15][OH:16])[C:3]1=[O:13]. Procedure details: 4,4-Dimethyl-1-phenyl-3-pyrazolidone (152 g) was dissolved in 600 ml of acetic acid. To the solution as prepared above, 97 g of an aqueous solution containing 37% of formaldehyde was dropped with stirring at room temperature. The resultant mixture was stirred for 2 hours. At the end of the time, the solvent was distilled away under reduced pressure. To the residue thus obtained, 100 ml of toluene was added, and water was separated at the toluene azeotrope under reduced pressure. A mixture of 900...